This data is from the Open Reaction Database (ORD), a public repository of structured organic reaction records. The task is: describe an organic reaction: reactants, conditions, products, and yield The reactants are [BH3-]C#N, CCOC(=O)N1CCC(=O)C(CC)C1, CO, NC1CC1, [Na+]. The product is CCOC(=O)N1CCC(NC2CC2)C(CC)C1. RXN SMILES: [C:19]([BH3-:20])#[N:21].[C:5](=[O:6])([O:7][CH2:8][CH3:9])[N:10]1[CH2:11][CH:12]([CH2:17][CH3:18])[C:13](=[O:16])[CH2:14][CH2:15]1.[CH3:23][OH:24].[CH:1]1([NH2:4])[CH2:2][CH2:3]1.[Na+:22]>>[CH:1]1([NH:4][CH:13]2[CH:12]([CH2:17][CH3:18])[CH2:11][N:10]([C:5](=[O:6])[O:7][CH2:8][CH3:9])[CH2:15][CH2:14]2)[CH2:2][CH2:3]1. Reactants: Cl.COC=1C=CC2=C(OC(CO2)CN)C1 (2,3-Dihydro-7-methoxy-1,4-benzodioxin-2-methanamine hydrochloride), BrCCCOC1=CC=C2C(C=COC2=C1)=O (7-(3-bromopropoxy)chromen-4-one), C(C)(C)N(CC)C(C)C (diisopropylethylamine). Run in CN(C)C=O (DMF). Conditions: temperature 80 celsius. The product is COC=1C=CC2=C(OC(CO2)CNCCCOC2=CC=C3C(C=COC3=C2)=O)C1 (7-[3-[(7-Methoxy-2,3-dihydro-benzo[1,4]dioxin-2-ylmethyl)amino]propoxy]chromen-4-one). Yield: 4.4%. As a reaction SMILES: Cl.[CH3:2][O:3][C:4]1[CH:5]=[CH:6][C:7]2[O:12][CH2:11][CH:10]([CH2:13][NH2:14])[O:9][C:8]=2[CH:15]=1.Br[CH2:17][CH2:18][CH2:19][O:20][C:21]1[CH:30]=[C:29]2[C:24]([C:25](=[O:31])[CH:26]=[CH:27][O:28]2)=[CH:23][CH:22]=1.C(N(C(C)C)CC)(C)C>CN(C=O)C>[CH3:2][O:3][C:4]1[CH:5]=[CH:6][C:7]2[O:12][CH2:11][CH:10]([CH2:13][NH:14][CH2:17][CH2:18][CH2:19][O:20][C:21]3[CH:30]=[C:29]4[C:24]([C:25](=[O:31])[CH:26]=[CH:27][O:28]4)=[CH:23][CH:22]=3)[O:9][C:8]=2[CH:15]=1 |f:0.1|. Reported procedure: 2,3-Dihydro-7-methoxy-1,4-benzodioxin-2-methanamine hydrochloride (4.0 g, 17 mmole), 7-(3-bromopropoxy)chromen-4-one (4.9 g, 17 mmole) and diisopropylethylamine (15.1 ml, 87 mmole) were combined in 150 ml of DMF and heated at 80° C. for 24 hours under a nitrogen atmosphere. The solvent was then removed and replaced with dichloromethane. The mixture was washed with an equal volume of saturated aqueous sodium bicarbonate, with saturated aqueous sodium chloride, dried over anhydrous magnesium sulfa... Starting materials: ClC1=CC=C2C=3C=CN=CC3NC2=C1 (7-chloro-β-carboline), [H-].[Na+] (NaH), O (water), C(C)(=O)OC(C)=O (acetic anhydride). Solvent: CN(C)C=O (DMF). Conditions: time 15 minute. Product: C(C)(=O)C1=NC=CC=2C3=CC=C(C=C3NC12)Cl (1-acetyl-7-chloro-β-carboline). RXN SMILES: [Cl:1][C:2]1[CH:14]=[C:13]2[C:5]([C:6]3[CH:7]=[CH:8][N:9]=[CH:10][C:11]=3[NH:12]2)=[CH:4][CH:3]=1.[H-].[Na+].[C:17](OC(=O)C)(=[O:19])[CH3:18].O>CN(C=O)C>[C:17]([C:10]1[C:11]2[NH:12][C:13]3[C:5](=[CH:4][CH:3]=[C:2]([Cl:1])[CH:14]=3)[C:6]=2[CH:7]=[CH:8][N:9]=1)(=[O:19])[CH3:18] |f:1.2|. Procedure: To a solution of the product from example 12 (104 mg, 0.50 mmol) in DMF (2.0 ml) at 3° C. to 5° C. was added NaH (95%,15 mg, 0.625 mmol). The resulting mixture was stirred for 15 min before adding acetic anhydride (0.083 ml, 0.875 mmol). The reaction was allowed to warm to RT and stirred for 3 h before pouring into with water (25 ml). The slurry was stirred for 12 h, and the product collected to give after chromatography (1:3 hexane-ethyl acetate) on silica gel 82 mg of 1-acetyl-7-chloro-β-carbo... Reactants: C1=COC(=C1)C=O (2-furfural), ON=C(C1=CC=CC=C1)N (N′-hydroxybenzimidamide). Reagents/catalysts: N1CCCCC1 (piperidine). The solvent is C1(=CC=CC=C1)C (toluene). Yields the product O1C(=CC=C1)C1NC(=NO1)C1=CC=CC=C1 (5-(furan-2-yl)-3-phenyl-4,5-dihydro-1,2,4-oxadiazole). Yield: 43.2%. RXN SMILES: [CH:1]1[CH:5]=[C:4]([CH:6]=[O:7])[O:3][CH:2]=1.O[N:9]=[C:10]([NH2:17])[C:11]1[CH:16]=[CH:15][CH:14]=[CH:13][CH:12]=1>N1CCCCC1.C1(C)C=CC=CC=1>[O:3]1[CH:2]=[CH:1][CH:5]=[C:4]1[CH:6]1[O:7][N:9]=[C:10]([C:11]2[CH:16]=[CH:15][CH:14]=[CH:13][CH:12]=2)[NH:17]1. Procedure: A mixture of 2-furfural (1.0 mL, 1.17 g, 12.2 mmol, 1.5 equivalents), N′-hydroxybenzimidamide (1.11 g, 8.1 mmol) and one drop of piperidine in toluene (100 mL) was heated to reflux for 18 hours in a SOXHLETT apparatus that was charged with SILCARBON 3 Angstrom molecular sieve (8 g). The reaction mixture was allowed to cool to room temperature, and the solvent was removed in vacuo. After purification by automated column chromatography on an ISCO COMPANION apparatus (SiO2, gradient heptane/ethyl a...